This data is from the Open Reaction Database (ORD), a public repository of structured organic reaction records. The task is: describe an organic reaction: reactants, conditions, products, and yield The reactants are OC1=CC=C(C(=O)O)C=C1 (p-hydroxybenzoic acid), C(C)(=O)OC1=CC=CC=C1 (phenyl acetate), C(C1=CC(C(=O)OC2=CC=CC=C2)=CC=C1)(=O)OC1=CC=CC=C1 (diphenyl isophthalate). Run at temperature 180 celsius. The product is OC1=CC=C(C(=O)OC2=CC=CC=C2)C=C1 (Phenyl p-hydroxybenzoate). As a reaction SMILES: [OH:1][C:2]1[CH:10]=[CH:9][C:5]([C:6]([OH:8])=[O:7])=[CH:4][CH:3]=1.C(O[C:15]1[CH:20]=[CH:19][CH:18]=[CH:17][CH:16]=1)(=O)C.C(OC1C=CC=CC=1)(=O)C1C=CC=C(C(OC2C=CC=CC=2)=O)C=1>>[OH:1][C:2]1[CH:10]=[CH:9][C:5]([C:6]([O:8][C:15]2[CH:20]=[CH:19][CH:18]=[CH:17][CH:16]=2)=[O:7])=[CH:4][CH:3]=1. Procedure: An aromatic polyester useful as a cross-linking agent for the prepolymer of Example 1 is produced as follows. 414 g. (3 moles) of p-hydroxybenzoic acid, 510 g (3.75 moles) of phenyl acetate and 954 g. (3 moles) of diphenyl isophthalate are charged into a fournecked resin kettle equipped with a thermometer, stirrer, distilling head and a combination nitrogen-HCl inlet tube. The reaction mixture is stirred constantly under a nitrogen atmosphere throughout the run. The reaction mixture is heated to... Reactants: CC(=O)c1ccc2c(c1)C(c1ccccc1F)=NC(C)(C)C(=O)N2C, Cl, NO, c1ccncc1. Product: CC(=NO)c1ccc2c(c1)C(c1ccccc1F)=NC(C)(C)C(=O)N2C. RXN SMILES: [C:1]([CH3:2])(=[O:3])[c:4]1[cH:5][cH:6][c:7]2[c:8]([cH:25]1)[C:9]([c:18]1[c:19]([F:24])[cH:20][cH:21][cH:22][cH:23]1)=[N:10][C:11]([CH3:16])([CH3:17])[C:12](=[O:15])[N:13]2[CH3:14].[ClH:26].[NH2:27][OH:28].[cH:29]1[cH:30][cH:31][n:32][cH:33][cH:34]1>>[C:1]([CH3:2])([c:4]1[cH:5][cH:6][c:7]2[c:8]([cH:25]1)[C:9]([c:18]1[c:19]([F:24])[cH:20][cH:21][cH:22][cH:23]1)=[N:10][C:11]([CH3:16])([CH3:17])[C:12](=[O:15])[N:13]2[CH3:14])=[N:27][OH:28]. The reactants are C1(=CC=CC=C1)C(O)(C1=CC=CC=C1)C1=CC=CC=C1 (triphenylcarbinol), C(CC(=O)O)(=O)O (malonic acid). The product is C1(=CC=CC=C1)C(CC(=O)O)(C1=CC=CC=C1)C1=CC=CC=C1 (3,3,3-triphenylpropionic acid). As a reaction SMILES: [C:1]1([C:7]([C:15]2[CH:20]=[CH:19][CH:18]=[CH:17][CH:16]=2)([C:9]2[CH:14]=[CH:13][CH:12]=[CH:11][CH:10]=2)O)[CH:6]=[CH:5][CH:4]=[CH:3][CH:2]=1.C(O)(=O)[CH2:22][C:23]([OH:25])=[O:24]>>[C:1]1([C:7]([C:15]2[CH:20]=[CH:19][CH:18]=[CH:17][CH:16]=2)([C:9]2[CH:14]=[CH:13][CH:12]=[CH:11][CH:10]=2)[CH2:22][C:23]([OH:25])=[O:24])[CH:6]=[CH:5][CH:4]=[CH:3][CH:2]=1. Procedure details: Thus 1 part of triphenylcarbinol is reacted with 2 parts of malonic acid at 170° for three hours to provide 3,3,3-triphenylpropionic acid and this acid is converted into the acid chloride by reaction with thionyl chloride. Reacting the acid chloride with 2 parts of 2-azabicyclo[2.2.2]octane provides the amide, 2-(3,3,3-triphenylpropionyl)-2-azabicyclo[2.2.2]octane and reduction of this amide with 1 part of LiAlH4 in tetrahydrofuran provides 2-(3,3,3-triphenylpropyl)-2-azabicyclo[2.2.2]= octane. ... Starting materials: CC1(CC=C(CC1)B1OC(C(O1)(C)C)(C)C)C (2-(4,4-dimethyl-cyclohex-1-enyl)-4,4,5,5-tetramethyl-[1,3,2]dioxaborolane), NC1=C(C=C(C=C1)C(C)=O)Br (1-(4-amino-3-bromo-phenyl)-ethanone), C1(CCCCC1)P(C1=C(C=CC=C1)C1=C(C=CC=C1OC)OC)C1CCCCC1 (2-dicyclohexylphosphino-2′,6′-dimethoxy-1,1′-biphenyl), [O-]P(=O)([O-])[O-].[K+].[K+].[K+] (K3PO4), resultant mixture. The reagents and catalysts are C=1C=CC(=CC1)/C=C/C(=O)/C=C/C2=CC=CC=C2.C=1C=CC(=CC1)/C=C/C(=O)/C=C/C2=CC=CC=C2.C=1C=CC(=CC1)/C=C/C(=O)/C=C/C2=CC=CC=C2.[Pd].[Pd] (Pd2(dba)3). The solvent is C1(=CC=CC=C1)C (toluene). Conditions: time 3 hour. Yields the product NC1=C(C=C(C=C1)C(C)=O)C1=CCC(CC1)(C)C (1-[4-Amino-3-(4,4-dimethyl-cyclohex-1-enyl)-phenyl]-ethanone). Yield: 64.0%. RXN SMILES: [NH2:1][C:2]1[CH:7]=[CH:6][C:5]([C:8](=[O:10])[CH3:9])=[CH:4][C:3]=1Br.C1(P(C2CCCCC2)C2C=CC=CC=2C2C(OC)=CC=CC=2OC)CCCCC1.[O-]P([O-])([O-])=O.[K+].[K+].[K+].[CH3:49][C:50]1([CH3:65])[CH2:55][CH2:54][C:53](B2OC(C)(C)C(C)(C)O2)=[CH:52][CH2:51]1>C1(C)C=CC=CC=1.C1C=CC(/C=C/C(/C=C/C2C=CC=CC=2)=O)=CC=1.C1C=CC(/C=C/C(/C=C/C2C=CC=CC=2)=O)=CC=1.C1C=CC(/C=C/C(/C=C/C2C=CC=CC=2)=O)=CC=1.[Pd].[Pd]>[NH2:1][C:2]1[CH:7]=[CH:6][C:5]([C:8](=[O:10])[CH3:9])=[CH:4][C:3]=1[C:53]1[CH2:54][CH2:55][C:50]([CH3:65])([CH3:49])[CH2:51][CH:52]=1 |f:2.3.4.5,8.9.10.11.12|. Procedure: To a slurry of 1-(4-amino-3-bromo-phenyl)-ethanone (20.5 g, 0.960 mol, as prepared in the previous step), 2-dicyclohexylphosphino-2′,6′-dimethoxy-1,1′-biphenyl (3.94 g, 9.60 mmol), and K3PO4 (61.0 g, 0.280 mol) in 250 mL of toluene was added 2-(4,4-dimethyl-cyclohex-1-enyl)-4,4,5,5-tetramethyl-[1,3,2]dioxaborolane (24.9 g, 0.100 mol) followed by Pd2(dba)3 (4.39 g, 4.80 mmol). The resultant mixture was heated to 100° C. with vigorous stirring. After 3 h, the reaction was filtered and concentrated... The reactants are N1=CC=C(C=C1)CCCC#N (4-(4-pyridyl)butyronitrile), [H-].[Al+3].[Li+].[H-].[H-].[H-] (Lithium aluminum hydride), O (water), S(=O)(=O)([O-])[O-].[Na+].[Na+] (sodium sulfate). Run in CCOCC (ether), O1CCCC1 (tetrahydrofuran), CCOCC (ether). Reaction conditions: time 2.5 hour. Yields the product N1=CC=C(C=C1)CCCCN (4-(4-Pyridyl)butylamine). RXN SMILES: [H-].[Al+3].[Li+].[H-].[H-].[H-].[N:7]1[CH:12]=[CH:11][C:10]([CH2:13][CH2:14][CH2:15][C:16]#[N:17])=[CH:9][CH:8]=1.S([O-])([O-])(=O)=O.[Na+].[Na+].O>CCOCC.O1CCCC1>[N:7]1[CH:12]=[CH:11][C:10]([CH2:13][CH2:14][CH2:15][CH2:16][NH2:17])=[CH:9][CH:8]=1 |f:0.1.2.3.4.5,7.8.9|. Reported procedure: Lithium aluminum hydride (370 mg) is suspended in anhydrous ether (14 ml) under a nitrogen atmosphere and ice cooling, and a solution of 4-(4-pyridyl)butyronitrile (705 mg) in anhydrous ether (10 ml) is added dropwise to the suspension. The mixture is stirred at room temperature for 2.5 hours. Anhydrous sodium sulfate is added to the reaction mixture under ice cooling, and water (0.5 ml) is added drop by drop thereto. Then, tetrahydrofuran is added thereto, and insoluble matter is filtered out. ... The reactants are CC=1C=CC(=CC1NC=2N=CC=C(N2)C=3C=CC=NC3)C(=O)NC=4C=C(C=C(C4)N5C=C(N=C5)C)C(F)(F)F (Nilotinib), C(=O)O (formic acid). Conditions: temperature 5 celsius, time 8 hour. The product is CC=1C=CC(=CC1NC=2N=CC=C(N2)C=3C=CC=NC3)C(=O)NC=4C=C(C=C(C4)N5C=C(N=C5)C)C(F)(F)F.C(=O)[O-] (Nilotinib formate). Reaction SMILES: [CH3:1][C:2]1[CH:3]=[CH:4][C:5]([C:21]([NH:23][C:24]2[CH:25]=[C:26]([C:36]([F:39])([F:38])[F:37])[CH:27]=[C:28]([N:30]3[CH:34]=[N:33][C:32]([CH3:35])=[CH:31]3)[CH:29]=2)=[O:22])=[CH:6][C:7]=1[NH:8][C:9]1[N:10]=[CH:11][CH:12]=[C:13]([C:15]2[CH:16]=[CH:17][CH:18]=[N:19][CH:20]=2)[N:14]=1.[CH:40]([OH:42])=[O:41]>>[CH3:1][C:2]1[CH:3]=[CH:4][C:5]([C:21]([NH:23][C:24]2[CH:25]=[C:26]([C:36]([F:38])([F:39])[F:37])[CH:27]=[C:28]([N:30]3[CH:34]=[N:33][C:32]([CH3:35])=[CH:31]3)[CH:29]=2)=[O:22])=[CH:6][C:7]=1[NH:8][C:9]1[N:10]=[CH:11][CH:12]=[C:13]([C:15]2[CH:16]=[CH:17][CH:18]=[N:19][CH:20]=2)[N:14]=1.[CH:40]([O-:42])=[O:41] |f:2.3|. Reported procedure: Nilotinib base (0.300 g, 0.57 mmol) was dissolved in TFE (2 mL) at 40° C. to obtain a mixture. The mixture was stirred and added to a solution of formic acid (0.0261 g, 0.57 mmol) in TFE (1 mL) at 40° C. The resulting solution was stirred for about 4 h and subsequently cooled to 5° C. The mixture was kept at 5° C. overnight and then a sample (1 mL) was taken from the mixture and evaporated to dryness under reduced pressure at 40° C. to give amorphous Nilotinib formate as characterized by the pow...